Dataset: the Open Reaction Database (ORD), a public repository of structured organic reaction records. Task: describe an organic reaction: reactants, conditions, products, and yield Starting materials: BrC1=CC(=C(C(=C1C(=O)O)NC1=C(C=CC=C1)Cl)F)F (6-bromo-2-(2-chlorophenylamino)-3,4-difluorobenzoic acid), [Si](C)(C)(C)C=[N+]=[N-] (TMSCHN2). Run in C1CCOC1.CO (THF MeOH). Reaction conditions: time 1 hour. Yields the product COC(C1=C(C(=C(C=C1Br)F)F)NC1=C(C=CC=C1)Cl)=O (6-bromo-2-(2-chlorophenylamino)-3,4-difluorobenzoic acid methyl ester). Yield: 100.2%. RXN SMILES: [Br:1][C:2]1[C:7]([C:8]([OH:10])=[O:9])=[C:6]([NH:11][C:12]2[CH:17]=[CH:16][CH:15]=[CH:14][C:13]=2[Cl:18])[C:5]([F:19])=[C:4]([F:20])[CH:3]=1.[Si](C=[N+]=[N-])(C)(C)[CH3:22]>C1COCC1.CO>[CH3:22][O:9][C:8](=[O:10])[C:7]1[C:2]([Br:1])=[CH:3][C:4]([F:20])=[C:5]([F:19])[C:6]=1[NH:11][C:12]1[CH:17]=[CH:16][CH:15]=[CH:14][C:13]=1[Cl:18] |f:2.3|. Procedure: To a solution of 6-bromo-2-(2-chlorophenylamino)-3,4-difluorobenzoic acid (3.18 g, 8.77 mmol) in THF-MeOH (16 mL/5 mL) was added TMSCHN2 (5.30 mL, 10.6 mmol, 2 M solution in hexanes) at room temperature. The resulting mixture was stirred for 1 hour, quenched with AcOH, and diluted with EtOAc. The organic layer was washed with water, saturated NaHCO3 (2×), and brine. The organic layer was dried over MgSO4, filtered, and concentrated in vacuo to afford the desired product (3.31 g, 100%) that was u... Starting materials: [BH4-], Cc1cc(CCC(=O)c2ccc(OC(F)(F)F)cc2)cc(C)c1OC(C)(C)C(=O)O, [Na+]. Product: Cc1cc(CCC(O)c2ccc(OC(F)(F)F)cc2)cc(C)c1OC(C)(C)C(=O)O. As a reaction SMILES: [BH4-:31].[CH3:1][c:2]1[c:3]([O:4][C:5]([C:6](=[O:7])[OH:8])([CH3:9])[CH3:10])[c:11]([CH3:30])[cH:12][c:13]([CH2:15][CH2:16][C:17](=[O:18])[c:19]2[cH:20][cH:21][c:22]([O:25][C:26]([F:27])([F:28])[F:29])[cH:23][cH:24]2)[cH:14]1.[Na+:32]>>[CH3:1][c:2]1[c:3]([O:4][C:5]([C:6](=[O:7])[OH:8])([CH3:9])[CH3:10])[c:11]([CH3:30])[cH:12][c:13]([CH2:15][CH2:16][CH:17]([OH:18])[c:19]2[cH:20][cH:21][c:22]([O:25][C:26]([F:27])([F:28])[F:29])[cH:23][cH:24]2)[cH:14]1. Starting materials: BrC1=C(C=NC=C1)C=O (4-bromo-pyridine-3-carbaldehyde), C(=O)([O-])[O-].[K+].[K+] (K2CO3), C(CS)(=O)OC (methyl thioglycolate). Run in CN(C)C=O (DMF), O (water). Run at temperature 45 celsius, time 1 hour. Product: COC(=O)C1=CC=2C=NC=CC2S1 (Thieno[3,2-c]pyridine-2-carboxylic acid methyl ester). RXN SMILES: Br[C:2]1[CH:7]=[CH:6][N:5]=[CH:4][C:3]=1[CH:8]=O.C([O-])([O-])=O.[K+].[K+].[C:16]([O:20][CH3:21])(=[O:19])[CH2:17][SH:18]>CN(C=O)C.O>[CH3:21][O:20][C:16]([C:17]1[S:18][C:2]2[CH:7]=[CH:6][N:5]=[CH:4][C:3]=2[CH:8]=1)=[O:19] |f:1.2.3|. Procedure details: To a solution of 4-bromo-pyridine-3-carbaldehyde (1.50 g, 8.06 mmol) in DMF (10 mL) and water (1 mL) was added K2CO3 (1.34 g, 9.68 mmol) and methyl thioglycolate (0.87 mL, 9.68 mmol). The mixture was heated at 45° C. for 18 hours. The reaction mixture was removed from the heating bath and diluted with water (50 mL). After 1 hour, the fluffy solid that formed was filtered and washed with water. The material thus obtained was dried in a 60° C. vacuum oven to a constant weight of 0.92 g (59%). MS m... Starting materials: C(C)(=O)O[C@@H](CCCCN1C(=O)N(C=2N=C(N(C2C1=O)COCC)C#N)C)C ((R)-1-(5-acetoxyhexyl)-8-cyano-7-ethoxymethyl-3-methylxanthine), [H][H] (hydrogen). The reagents and catalysts are [Pd] (palladium on carbon). Run in C(C)(=O)O (acetic acid), C(C)(=O)O (acetic acid). The product is C(C)(=O)O[C@@H](CCCCN1C(=O)N(C=2N=C(N(C2C1=O)COCC)CN)C)C ((R)-1-(5-Acetoxyhexyl)-8-aminomethyl-7-ethoxymethyl-3-methylxanthine). The yield is 105.4%. RXN SMILES: [C:1]([O:4][C@H:5]([CH3:28])[CH2:6][CH2:7][CH2:8][CH2:9][N:10]1[C:19](=[O:20])[C:18]2[N:17]([CH2:21][O:22][CH2:23][CH3:24])[C:16]([C:25]#[N:26])=[N:15][C:14]=2[N:13]([CH3:27])[C:11]1=[O:12])(=[O:3])[CH3:2].[H][H]>[Pd].C(O)(=O)C>[C:1]([O:4][C@H:5]([CH3:28])[CH2:6][CH2:7][CH2:8][CH2:9][N:10]1[C:19](=[O:20])[C:18]2[N:17]([CH2:21][O:22][CH2:23][CH3:24])[C:16]([CH2:25][NH2:26])=[N:15][C:14]=2[N:13]([CH3:27])[C:11]1=[O:12])(=[O:3])[CH3:2]. Procedure details: A suspension of (R)-1-(5-acetoxyhexyl)-8-cyano-7-ethoxymethyl-3-methylxanthine (750 mg, 1.92 mmol) and 10% palladium on carbon (250 mg) in glacial acetic acid (40 ml) was treated with hydrogen gas (80 psi) on a Parr shaker for 3 hours. The mixture was filter through a pad of celite and then the filtrate was concentrated under reduced pressure to provide the acetic acid salt of (R)-1-(5-Acetoxyhexyl)-8-aminomethyl-7-ethoxymethyl-3-methylxanthine (800 mg, 91% yield) as a pale yellow oil. Reactants: ClC1=NC(=C2NC=NC2=N1)NC1CCCCC1 (2-Chloro-6-cyclohexylamino-purine), BrCCCl (1-bromo-2-chloroethane), C([O-])([O-])=O.[K+].[K+] (potassium carbonate). The solvent is CN(C)C=O (DMF). Reaction conditions: time 5 hour. The product is ClC1=NC(=C2N=CN(C2=N1)CCCl)NC1CCCCC1 ([2-Chloro-9-(2-chloro-ethyl)-purin-6-yl]-cyclohexyl-amine). As a reaction SMILES: [Cl:1][C:2]1[N:10]=[C:9]2[C:5]([NH:6][CH:7]=[N:8]2)=[C:4]([NH:11][CH:12]2[CH2:17][CH2:16][CH2:15][CH2:14][CH2:13]2)[N:3]=1.Br[CH2:19][CH2:20][Cl:21].C(=O)([O-])[O-].[K+].[K+]>CN(C=O)C>[Cl:1][C:2]1[N:10]=[C:9]2[C:5]([N:6]=[CH:7][N:8]2[CH2:19][CH2:20][Cl:21])=[C:4]([NH:11][CH:12]2[CH2:17][CH2:16][CH2:15][CH2:14][CH2:13]2)[N:3]=1 |f:2.3.4|. Procedure: 2-Chloro-6-cyclohexylamino-purine (4 mmol), 1-bromo-2-chloroethane (8 mmol) and potassium carbonate (8 mmol, water free) in DMF (20 ml) are heated up to 45° C. and the mixture is stirred at this temperature for 5 hours. After cooling to RT the mixture is poured on water and extracted 3 times with ethyl acetate. The combined organic phases are washed twice with brine and the extract is dried over sodium sulfate and evaporated. The residue is dissolved in diethylether and pentane is added. The sol...